This data is from the Open Reaction Database (ORD), a public repository of structured organic reaction records. The task is: describe an organic reaction: reactants, conditions, products, and yield The reactants are C(C1=CC=CC=C1)OC=1C=C2C=CN(C2=CC1)N (5-benzyloxy-1H-indol-1-amine), C(C1=CC=CC=C1)OC=1C=C2C=CNC2=CC1 (5-benzyloxy-1H-indole), NOS(=O)(=O)O (hydroxylamine-O-sulfonic acid), Cl.ClC1=CC=NC=C1 (4-chloropyridine hydrochloride). Run in CN1C(CCC1)=O (N-methyl-2-pyrrolidinone). Product: C(C1=CC=CC=C1)OC=1C=C2C=CN(C2=CC1)NC1=CC=NC=C1 (5-Benzyloxy-N-(4-pyridinyl)-1H-indol-1-amine). Reaction SMILES: [CH2:1]([O:8][C:9]1[CH:10]=[C:11]2[C:15](=[CH:16][CH:17]=1)[N:14]([NH2:18])[CH:13]=[CH:12]2)[C:2]1[CH:7]=[CH:6][CH:5]=[CH:4][CH:3]=1.C(OC1C=C2[C:33](=[CH:34][CH:35]=1)[NH:32][CH:31]=[CH:30]2)C1C=CC=CC=1.NOS(O)(=O)=O.Cl.ClC1C=CN=CC=1>CN1CCCC1=O>[CH2:1]([O:8][C:9]1[CH:10]=[C:11]2[C:15](=[CH:16][CH:17]=1)[N:14]([NH:18][C:35]1[CH:30]=[CH:31][N:32]=[CH:33][CH:34]=1)[CH:13]=[CH:12]2)[C:2]1[CH:3]=[CH:4][CH:5]=[CH:6][CH:7]=1 |f:3.4|. Reported procedure: The title compound was prepared from 5-benzyloxy-1H-indol-1-amine (which had been prepared from 5-benzyloxy-1H-indole and hydroxylamine-O-sulfonic acid in substantially the same manner as in Example 25) and 4-chloropyridine hydrochloride in N-methyl-2-pyrrolidinone at 70° C. for 1.5 hours in substantially the same manner as in Example 1, m.p. 143°-145° C.